This data is from the Open Reaction Database (ORD), a public repository of structured organic reaction records. The task is: describe an organic reaction: reactants, conditions, products, and yield Starting materials: CC(=O)O[BH-](OC(C)=O)OC(C)=O, CC(=O)O, ClCCl, NC1CCN(C(=O)C(F)(F)F)CC1, [Na+], O=Cc1ccc2ccc(=O)[nH]c2n1, O. The product is O=C(N1CCC(NCc2ccc3ccc(=O)[nH]c3n2)CC1)C(F)(F)F. RXN SMILES: [C:31]([O:32][BH-:33]([O:34][C:35](=[O:36])[CH3:37])[O:38][C:39](=[O:40])[CH3:41])(=[O:42])[CH3:43].[CH3:27][C:28](=[O:29])[OH:30].[Cl:45][CH2:46][Cl:47].[F:1][C:2]([C:3](=[O:4])[N:5]1[CH2:6][CH2:7][CH:8]([NH2:11])[CH2:9][CH2:10]1)([F:12])[F:13].[Na+:44].[O:14]=[c:15]1[cH:16][cH:17][c:18]2[cH:19][cH:20][c:21]([CH:25]=[O:26])[n:22][c:23]2[nH:24]1.[OH2:48]>>[F:1][C:2]([C:3](=[O:4])[N:5]1[CH2:6][CH2:7][CH:8]([NH:11][CH2:25][c:21]2[cH:20][cH:19][c:18]3[cH:17][cH:16][c:15](=[O:14])[nH:24][c:23]3[n:22]2)[CH2:9][CH2:10]1)([F:12])[F:13]. Reactants: BrC1=C2C[C@@H](N(CC2=CC=C1)C(=O)OC)C(=O)OC (dimethyl (3R)-5-bromo-3,4-dihydro-1H-isoquinoline-2,3-dicarboxylate), Cl (hydrochloric acid). Product: Cl.BrC1=C2C[C@@H](NCC2=CC=C1)C(=O)O ((3R)-5-bromo-1,2,3,4-tetrahydroisoquinoline-3-carboxylic acid hydrochloride). Yield: 84.6%. As a reaction SMILES: [Br:1][C:2]1[CH:11]=[CH:10][CH:9]=[C:8]2[C:3]=1[CH2:4][C@H:5]([C:16]([O:18]C)=[O:17])[N:6](C(OC)=O)[CH2:7]2.[ClH:20]>>[ClH:20].[Br:1][C:2]1[CH:11]=[CH:10][CH:9]=[C:8]2[C:3]=1[CH2:4][C@H:5]([C:16]([OH:18])=[O:17])[NH:6][CH2:7]2 |f:2.3|. Procedure: Dissolve dimethyl (3R)-5-bromo-3,4-dihydro-1H-isoquinoline-2,3-dicarboxylate (27.55 g, 84.0 mmol) in 5N hydrochloric acid (330.6 mL, 1.65 mol) and heat to reflux for three days. Concentrate under reduced pressure to give a white solid. Wash the solid with diethyl ether and dry under vacuum at 40° C. overnight to give (3R)-5-bromo-1,2,3,4-tetrahydroisoquinoline-3-carboxylic acid hydrochloride (1:1) (20.8 g, 71.1 mmol). Add acetyl chloride (50.6 mL, 711.0 mmol) to a 0° C. mixture of (3R)-5-bromo-1... Reactants: Cl.Cl.N1CCC(CC1)N1N=CC(=C1)C=1C=C(C(=NC1)N)C=1SC2=C(N1)C=CC=C2C=2C=NNC2 (5-(1-piperidin-4-yl-1H-pyrazol-4-yl)-3-[7-(1H-pyrazol-4-yl)benzothiazol-2-yl]pyridin-2-ylamine dihydrochloride), C(=O)(C(F)(F)F)O (TFA). The solvent is C(Cl)Cl (DCM). Yields the product FC(C(=O)O)(F)F.N1CCC(CC1)N1N=CC(=C1)C=1C=C(C(=NC1)N)C=1SC2=C(N1)C=CC=C2C2=CNC=C2 (5-(1-Piperidin-4-yl-1H-pyrazol-4-yl)-3-[7-(1H-pyrrol-3-yl)benzothiazol-2-yl]pyridin-2-ylamine trifluoroacetate). As a reaction SMILES: Cl.Cl.[NH:3]1[CH2:8][CH2:7][CH:6]([N:9]2[CH:13]=[C:12]([C:14]3[CH:15]=[C:16]([C:21]4[S:22][C:23]5[C:29]([C:30]6[CH:31]=[N:32]N[CH:34]=6)=[CH:28][CH:27]=[CH:26][C:24]=5[N:25]=4)[C:17]([NH2:20])=[N:18][CH:19]=3)[CH:11]=[N:10]2)[CH2:5][CH2:4]1.[C:35]([OH:41])([C:37]([F:40])([F:39])[F:38])=[O:36]>C(Cl)Cl>[F:38][C:37]([F:40])([F:39])[C:35]([OH:41])=[O:36].[NH:3]1[CH2:8][CH2:7][CH:6]([N:9]2[CH:13]=[C:12]([C:14]3[CH:15]=[C:16]([C:21]4[S:22][C:23]5[C:29]([C:30]6[CH:34]=[CH:35][NH:32][CH:31]=6)=[CH:28][CH:27]=[CH:26][C:24]=5[N:25]=4)[C:17]([NH2:20])=[N:18][CH:19]=3)[CH:11]=[N:10]2)[CH2:5][CH2:4]1 |f:0.1.2,5.6|. Procedure: The procedure for 5-(1-piperidin-4-yl-1H-pyrazol-4-yl)-3-[7-(1H-pyrazol-4-yl)benzothiazol-2-yl]pyridin-2-ylamine dihydrochloride was followed, except that TFA in DCM was used for removing the Boc group. 1H NMR (400 MHz, CD3OD): δ=2.24-2.43 (m, 4H), 3.19-3.29 (m, 2H), 3.60 (d, J=13.1 Hz, 2H), 4.60 (ddd, J=10.2, 5.3, 5.2 Hz, 1H), 6.66 (q, J=2.5 Hz, 1H), 6.92 (q, J=2.7 Hz, 1H), 7.28-7.36 (m, 1H), 7.55 (t, J=7.8 Hz, 1H), 7.59-7.65 (m, 1H), 7.86-7.93 (m, 1H), 8.00 (s, 1H), 8.19-8.31 (m, 2H), 8.57 (d,... Starting materials: ClC1=C(C=CC(=C1)N=NC1=CC=C(C=C1)S(=O)(=O)F)O (2-Chloro-4-(4-fluorosulfonylphenylazo)phenol), [N+](=O)(O)[O-] (nitric acid), S(O)(O)(=O)=O (sulfuric acid). The solvent is ice water. Run at temperature -30 celsius, time 13 minute. Yields the product ClC1=C(C(=CC(=C1)N=NC1=CC=C(C=C1)S(=O)(=O)F)[N+](=O)[O-])O (2-Chloro-4-(4-fluorosulfonylphenylazo)-6-nitrophenol). As a reaction SMILES: [Cl:1][C:2]1[CH:7]=[C:6]([N:8]=[N:9][C:10]2[CH:15]=[CH:14][C:13]([S:16]([F:19])(=[O:18])=[O:17])=[CH:12][CH:11]=2)[CH:5]=[CH:4][C:3]=1[OH:20].[N+:21]([O-])([OH:23])=[O:22].S(=O)(=O)(O)O>>[Cl:1][C:2]1[CH:7]=[C:6]([N:8]=[N:9][C:10]2[CH:11]=[CH:12][C:13]([S:16]([F:19])(=[O:17])=[O:18])=[CH:14][CH:15]=2)[CH:5]=[C:4]([N+:21]([O-:23])=[O:22])[C:3]=1[OH:20]. Procedure details: Solid 2-Chloro-4-(4-fluorosulfonylphenylazo)phenol (7.5 g. 23 mmol) was added rapidly to a vigorously stirred mixture of 15 ml concentrated nitric acid and 15 ml concentrated sulfuric acid, cooled to -30° C. After 13 minutes of stirring, the reaction mixture was poured into 400 ml ice water with vigorous stirring. The resulting precipitate was filtered off and washed with water. During drying on the funnel the solid softened and became tarry. When the tar was dissolved in acetic acid and then ca... The reactants are ClC=1C(N(N=CC1N1CCN(CC1)C)C)=O (4-chloro-2-methyl-5-(4-methylpiperazin-1-yl)pyridazin-3(2H)-one), C(=O)[O-].[NH4+] (ammonium formate), C(=O)[O-].[NH4+] (ammonium formate), ClCCl.CO (dichloromethane methanol). The reagents and catalysts are [Pd] (Pd/C). The solvent is CO (methanol). Yields the product CN1N=CC(=CC1=O)N1CCN(CC1)C (2-Methyl-5-(4-methylpiperazin-1-yl)pyridazin-3(2H)-one). RXN SMILES: Cl[C:2]1[C:3](=[O:16])[N:4]([CH3:15])[N:5]=[CH:6][C:7]=1[N:8]1[CH2:13][CH2:12][N:11]([CH3:14])[CH2:10][CH2:9]1.C([O-])=O.[NH4+].ClCCl.CO>[Pd].CO>[CH3:15][N:4]1[C:3](=[O:16])[CH:2]=[C:7]([N:8]2[CH2:13][CH2:12][N:11]([CH3:14])[CH2:10][CH2:9]2)[CH:6]=[N:5]1 |f:1.2,3.4|. Procedure: To a mixture of 4-chloro-2-methyl-5-(4-methylpiperazin-1-yl)pyridazin-3(2H)-one (4.85 g, 20 mmol) and 10% Pd/C catalyst (1.14 g) in methanol (100 ml) was added ammonium formate (2.90 g, 46 mmol), and the mixture was refluxed under argon with TLC monitoring (dichloromethane:methanol (9:1)). Further portions of ammonium formate were added until the starting material was completely consumed. The catalyst was filtered off and washed with methanol, then the solvent was evaporated under reduced pressu... Starting materials: [H-].[Al+3].[Li+].[H-].[H-].[H-] (lithium aluminum hydride), FC=1C=C(C=CC1C=1SC2=NC(=CC=C2N1)C1(CC1)C1=CC=CC=C1)CC(C(=O)OCC)C(=O)OCC (diethyl 2-((3-fluoro-4-(5-(1-phenyl-cyclopropyl)thiazolo[5,4-b]pyridine-2-yl)phenyl)methyl)malonate). Run in C1CCOC1 (THF), C1CCOC1 (THF). Reaction conditions: time 1 hour. The product is FC=1C=C(C=CC1C=1SC2=NC(=CC=C2N1)C1(CC1)C1=CC=CC=C1)CC(CO)CO (2-((3-fluoro-4-(5-(1-phenylcyclopropyl)-thiazolo[5,4-b]pyridine-2-yl)phenyl)methyl)propane-1,3-diol). As a reaction SMILES: [H-].[Al+3].[Li+].[H-].[H-].[H-].[F:7][C:8]1[CH:9]=[C:10]([CH2:32][CH:33]([C:39](OCC)=[O:40])[C:34](OCC)=[O:35])[CH:11]=[CH:12][C:13]=1[C:14]1[S:15][C:16]2[C:21]([N:22]=1)=[CH:20][CH:19]=[C:18]([C:23]1([C:26]3[CH:31]=[CH:30][CH:29]=[CH:28][CH:27]=3)[CH2:25][CH2:24]1)[N:17]=2>C1COCC1>[F:7][C:8]1[CH:9]=[C:10]([CH2:32][CH:33]([CH2:39][OH:40])[CH2:34][OH:35])[CH:11]=[CH:12][C:13]=1[C:14]1[S:15][C:16]2[C:21]([N:22]=1)=[CH:20][CH:19]=[C:18]([C:23]1([C:26]3[CH:31]=[CH:30][CH:29]=[CH:28][CH:27]=3)[CH2:25][CH2:24]1)[N:17]=2 |f:0.1.2.3.4.5|. Procedure details: To a slurry of lithium aluminum hydride, 1.0 m solution in tetrahydrafuran (1.39 mL, 1.39 mmol) in 4 mL THF at 0° C. under nitrogen was added diethyl 2-((3-fluoro-4-(5-(1-phenyl-cyclopropyl)thiazolo[5,4-b]pyridine-2-yl)phenyl)methyl)malonate (0.240 g, 0.463 mmol) as a solution in 4 mL THF slowly dropwise via syringe, with 1 mL THF rinse. The slightly yellow reaction mixture was allowed to stir 1 h, then the bath was removed. After 4 h at ambient temperature, the reaction was judged complete. Wat... Starting materials: CC(C)(C)N(C(=O)[O-])C(C)(C(=O)c1ccc(Cl)c(F)c1)c1ccc(Cl)nc1, Cl, C1COCCO1, C1COCCO1, O. The product is CC(N)(C(=O)c1ccc(Cl)c(F)c1)c1ccc(Cl)nc1. RXN SMILES: [C:7]([N:11]([C:8](=[O:9])[O-:10])[C:15]([C:16](=[O:17])[c:18]1[cH:19][c:20]([F:25])[c:21]([Cl:24])[cH:22][cH:23]1)([CH3:26])[c:27]1[cH:28][n:29][c:30]([Cl:33])[cH:31][cH:32]1)([CH3:12])([CH3:13])[CH3:14].[ClH:40].[O:1]1[CH2:2][CH2:3][O:4][CH2:5][CH2:6]1.[O:34]1[CH2:35][CH2:36][O:37][CH2:38][CH2:39]1.[OH2:41]>>[NH2:11][C:15]([C:16](=[O:17])[c:18]1[cH:19][c:20]([F:25])[c:21]([Cl:24])[cH:22][cH:23]1)([CH3:26])[c:27]1[cH:28][n:29][c:30]([Cl:33])[cH:31][cH:32]1. Starting materials: O=C([O-])O, ClCCl, CC(C)C(=O)Cl, CN(C)c1ccncc1, [Na+], CC(Cc1n[nH]c2ccc(O)cc12)NC(=O)OCC1c2ccccc2-c2ccccc21. Product: CC(Cc1n[nH]c2ccc(OC(=O)C(C)C)cc12)NC(=O)OCC1c2ccccc2-c2ccccc21. Reaction SMILES: [C:38](=[O:39])([OH:40])[O-:41].[CH2:43]([Cl:44])[Cl:45].[CH3:32][CH:33]([C:34](=[O:35])[Cl:36])[CH3:37].[CH3:46][N:47]([CH3:48])[c:49]1[cH:50][cH:51][n:52][cH:53][cH:54]1.[Na+:42].[cH:1]1[cH:2][cH:3][cH:4][c:5]2[c:13]1[CH:12]([CH2:14][O:15][C:16](=[O:17])[NH:18][CH:19]([CH2:20][c:21]1[n:22][nH:23][c:24]3[cH:25][cH:26][c:27]([OH:30])[cH:28][c:29]13)[CH3:31])[c:11]1[c:6]-2[cH:7][cH:8][cH:9][cH:10]1>>[cH:1]1[cH:2][cH:3][cH:4][c:5]2[c:13]1[CH:12]([CH2:14][O:15][C:16](=[O:17])[NH:18][CH:19]([CH2:20][c:21]1[n:22][nH:23][c:24]3[cH:25][cH:26][c:27]([O:30][C:34]([CH:33]([CH3:32])[CH3:37])=[O:35])[cH:28][c:29]13)[CH3:31])[c:11]1[c:6]-2[cH:7][cH:8][cH:9][cH:10]1. The reactants are ClC1=NC(=NC=N1)NC=1C=C(C=CC1)CS(=O)(=O)N (3-[(4-Chloro-1,3,5-triazin-2-yl)amino]benzenemethanesulfonamide), S1C=CC=2CNCCC21 (4,5,6,7-tetrahydrothieno[3,2-c]pyridine). Product: S1C=CC=2CN(CCC21)C2=NC(=NC=N2)NC=2C=C(C=CC2)CS(=O)(=O)N (3-[(4-(6,7-Dihydrothieno[3,2-c]pyridin-5(4H)-yl)-1,3,5-triazin-2-yl)amino]benzenemethanesulfonamide). RXN SMILES: Cl[C:2]1[N:7]=[CH:6][N:5]=[C:4]([NH:8][C:9]2[CH:10]=[C:11]([CH2:15][S:16]([NH2:19])(=[O:18])=[O:17])[CH:12]=[CH:13][CH:14]=2)[N:3]=1.[S:20]1[C:28]2[CH2:27][CH2:26][NH:25][CH2:24][C:23]=2[CH:22]=[CH:21]1>>[S:20]1[C:28]2[CH2:27][CH2:26][N:25]([C:2]3[N:7]=[CH:6][N:5]=[C:4]([NH:8][C:9]4[CH:10]=[C:11]([CH2:15][S:16]([NH2:19])(=[O:18])=[O:17])[CH:12]=[CH:13][CH:14]=4)[N:3]=3)[CH2:24][C:23]=2[CH:22]=[CH:21]1. Reported procedure: B43 was prepared following the general procedure reported for B10 using A1 and 4,5,6,7-tetrahydrothieno[3,2-c]pyridine; yield: 88.6 mg (22%), white amorphous solid. MS (ES) C17H18N6O2S2 requires: 402. found: 403 (M+H)+. The reactants are C(C)(=O)N[C@H]1C[C@@H](N(C1)CC1=CC=CC=C1)C ((2S,4S)-4-acetylamino-2-methyl-1-N-benzylpyrrolidine), [H][H] (hydrogen). Reagents/catalysts: [Pd] (Pd/C). Solvent: CO (methanol). The product is C(C)(=O)N[C@H]1C[C@@H](NC1)C ((2S,4S)-4-Acetylamino-2-methylpyrrolidine). The yield is 94.1%. RXN SMILES: [C:1]([NH:4][C@@H:5]1[CH2:9][N:8](CC2C=CC=CC=2)[C@@H:7]([CH3:17])[CH2:6]1)(=[O:3])[CH3:2].[H][H]>CO.[Pd]>[C:1]([NH:4][C@@H:5]1[CH2:9][NH:8][C@@H:7]([CH3:17])[CH2:6]1)(=[O:3])[CH3:2]. Reported procedure: A 2.93 g (12.61 mmol) sample of (2S,4S)-4-acetylamino-2-methyl-1-N-benzylpyrrolidine, from Example 1, step g above, was dissolved in 50 mL of methanol, 0.60 g of 10% Pd/C was added and the mixture shaken under 4 atm of hydrogen at room temperature for 13 hours. The mixture was concentrated, the catalyst was removed by filtration, and the solvent removed to afford 1.688 g (94.1% yield) of the title compound as a white solid. MS M/Z: 143 (M+H). NMR (CDCl3) δ: 1.16 (d, 3H, J=6 Hz), 1.63 (m, 1H), 1....